This data is from the Open Reaction Database (ORD), a public repository of structured organic reaction records. The task is: describe an organic reaction: reactants, conditions, products, and yield Starting materials: C(C1=CC=CC=C1)(=O)N1N(CC=NC=C1)C(C1=CC=CC=C1)=O (1,2-dibenzoyl-1H-1,2,5-triazepine), C(=C)C1=CC=NC=C1 (4-vinylpyridine), C1(=CC=C(C=C1)S(=O)(=O)O)C (p-toluenesulfonic acid). The solvent is CO (methanol), C(C)O (ethanol). Yields the product hydrate, C(C1=CC=CC=C1)(=O)N1N(CCN(CC1)CCC1=CC=NC=C1)C(C1=CC=CC=C1)=O (1,2-Dibenzoylhexahydro-5-[2-(4-pyridinyl)ethyl]-1H-1,2,5-triazepine). RXN SMILES: [C:1]([N:9]1[CH:15]=[CH:14][N:13]=[CH:12][CH2:11][N:10]1[C:16](=[O:23])[C:17]1[CH:22]=[CH:21][CH:20]=[CH:19][CH:18]=1)(=[O:8])[C:2]1[CH:7]=[CH:6][CH:5]=[CH:4][CH:3]=1.[CH:24]([C:26]1[CH:31]=[CH:30][N:29]=[CH:28][CH:27]=1)=[CH2:25].C1(C)C=CC(S(O)(=O)=O)=CC=1>CO.C(O)C>[C:1]([N:9]1[CH2:15][CH2:14][N:13]([CH2:25][CH2:24][C:26]2[CH:31]=[CH:30][N:29]=[CH:28][CH:27]=2)[CH2:12][CH2:11][N:10]1[C:16](=[O:23])[C:17]1[CH:18]=[CH:19][CH:20]=[CH:21][CH:22]=1)(=[O:8])[C:2]1[CH:7]=[CH:6][CH:5]=[CH:4][CH:3]=1. Procedure: A mixture of 1,2-dibenzoyl-1H-1,2,5-triazepine (2.0 g), 4-vinylpyridine (1.42 g) and p-toluenesulfonic acid (1.21 g) in methanol (70 ml) was stirred and heated at 60° under a nitrogen atmosphere for 3 days. The foam, obtained after evaporation of the solvent, was mixed with dichloromethane and 10% sodium carbonate solution. The organic phase was washed with water until neutral washings were obtained and dried (Na2SO4). Evaporation of the solvent gave a foam, 2.25 g. The crude product was chromat... Reactants: CC(=O)OC(C)=O, CC(=O)O, O=C(O)c1cccc2c1OCCO2, O=[N+]([O-])O. RXN SMILES: [CH3:1][C:2]([O:3][C:4](=[O:5])[CH3:6])=[O:7].[CH3:25][C:26](=[O:27])[OH:28].[O:8]1[CH2:9][CH2:10][O:11][c:12]2[c:13]1[cH:14][cH:15][cH:16][c:17]2[C:18](=[O:19])[OH:20].[OH:21][N+:22]([O-:23])=[O:24]>>[O:8]1[CH2:9][CH2:10][O:11][c:12]2[c:13]1[cH:14][c:15]([N+:22](=[O:21])[O-:23])[cH:16][c:17]2[C:18](=[O:19])[OH:20]. Yields the product O=C(O)c1cc([N+](=O)[O-])cc2c1OCCO2. Starting materials: CC(C)O, Cc1ccc(S(=O)(=O)n2ncc3c(-c4nnc(C)o4)cc(-c4cnc(Cl)c(NS(C)(=O)=O)c4)cc32)cc1, [Na+], [OH-]. The product is Cc1nnc(-c2cc(-c3cnc(Cl)c(NS(C)(=O)=O)c3)cc3[nH]ncc23)o1. Reaction SMILES: [CH:40]([OH:41])([CH3:42])[CH3:43].[Cl:1][c:2]1[n:3][cH:4][c:5](-[c:13]2[cH:14][c:15](-[c:32]3[o:33][c:34]([CH3:37])[n:35][n:36]3)[c:16]3[cH:17][n:18][n:19]([S:22]([c:23]4[cH:24][cH:25][c:26]([CH3:27])[cH:28][cH:29]4)(=[O:30])=[O:31])[c:20]3[cH:21]2)[cH:6][c:7]1[NH:8][S:9](=[O:10])(=[O:11])[CH3:12].[Na+:39].[OH-:38]>>[Cl:1][c:2]1[n:3][cH:4][c:5](-[c:13]2[cH:14][c:15](-[c:32]3[o:33][c:34]([CH3:37])[n:35][n:36]3)[c:16]3[cH:17][n:18][nH:19][c:20]3[cH:21]2)[cH:6][c:7]1[NH:8][S:9](=[O:10])(=[O:11])[CH3:12]. Starting materials: Example 32 ( 32c ), FC(OC1=CC=C(C=C1)CC(C(=O)O)NC(C1=CC=C(C=C1)OCCC(F)(F)F)=O)(F)F (3-[4-(Trifluoromethoxy)phenyl]-2-{[4-(3,3,3-trifluoropropoxy)benzoyl]amino}propanoic acid), C(C)N (ethylamine). The product is C(C)NC(C(CC1=CC=C(C=C1)OC(F)(F)F)NC(C1=CC=C(C=C1)OCCC(F)(F)F)=O)=O (N-{2-(Ethylamino)-2-oxo-1-[4-(trifluoromethoxy)benzyl]ethyl}-4-(3,3,3-trifluoropropoxy)benzamide). RXN SMILES: [F:1][C:2]([F:32])([F:31])[O:3][C:4]1[CH:9]=[CH:8][C:7]([CH2:10][CH:11]([NH:15][C:16](=[O:30])[C:17]2[CH:22]=[CH:21][C:20]([O:23][CH2:24][CH2:25][C:26]([F:29])([F:28])[F:27])=[CH:19][CH:18]=2)[C:12](O)=[O:13])=[CH:6][CH:5]=1.[CH2:33]([NH2:35])[CH3:34]>>[CH2:33]([NH:35][C:12](=[O:13])[CH:11]([NH:15][C:16](=[O:30])[C:17]1[CH:22]=[CH:21][C:20]([O:23][CH2:24][CH2:25][C:26]([F:29])([F:28])[F:27])=[CH:19][CH:18]=1)[CH2:10][C:7]1[CH:6]=[CH:5][C:4]([O:3][C:2]([F:32])([F:31])[F:1])=[CH:9][CH:8]=1)[CH3:34]. Procedure: A reaction similar to that described in Example 32 (32c) was conducted using 3-[4-(trifluoromethoxy)phenyl]-2-{[4-(3,3,3-trifluoropropoxy)benzoyl]amino}propanoic acid (139 mg) prepared in Example 70 (70a) and ethylamine (30 μL, 70% aqueous solution) to give 106 mg of the title compound (white powder). Starting materials: CC(=O)OC(C)=O, CCOC(C)=O, O=CO, COC(=O)Cc1ccnc(N)n1. The product is COC(=O)Cc1ccnc(NC=O)n1. As a reaction SMILES: [CH3:1][C:2](=[O:3])[O:4][C:5](=[O:6])[CH3:7].[CH3:23][CH2:24][O:25][C:26](=[O:27])[CH3:28].[CH:8]([OH:9])=[O:10].[NH2:11][c:12]1[n:13][cH:14][cH:15][c:16]([CH2:18][C:19](=[O:20])[O:21][CH3:22])[n:17]1>>[CH:2](=[O:3])[NH:11][c:12]1[n:13][cH:14][cH:15][c:16]([CH2:18][C:19](=[O:20])[O:21][CH3:22])[n:17]1. Reactants: C(C)(C)(C)OC(N(C1=NC(=NC(=C1C(C)C)Cl)Cl)C1=CC(=CC(=C1)C)C#N)=O ((3-Cyano-5-methyl-phenyl)-(2,6-dichloro-5-isopropyl-pyrimidin-4-yl)-carbamic acid tert-butyl ester), CO (methanol), C[O-].[Na+] (Sodium methoxide). Conditions: temperature 75 celsius, time 4 hour. The product is C(C)(C)(C)OC(N(C1=NC(=NC(=C1C(C)C)OC)OC)C1=CC(=CC(=C1)C)C#N)=O ((3-Cyano-5-methyl-phenyl)-(2,6-dimethoxy-5-isopropyl-pyrimidin-4-yl)-carbamic acid tert-butyl ester). Reaction SMILES: [C:1]([O:5][C:6](=[O:28])[N:7]([C:19]1[CH:24]=[C:23]([CH3:25])[CH:22]=[C:21]([C:26]#[N:27])[CH:20]=1)[C:8]1[C:13]([CH:14]([CH3:16])[CH3:15])=[C:12](Cl)[N:11]=[C:10](Cl)[N:9]=1)([CH3:4])([CH3:3])[CH3:2].[CH3:29][O-:30].[Na+].[CH3:32][OH:33]>>[C:1]([O:5][C:6](=[O:28])[N:7]([C:19]1[CH:24]=[C:23]([CH3:25])[CH:22]=[C:21]([C:26]#[N:27])[CH:20]=1)[C:8]1[C:13]([CH:14]([CH3:16])[CH3:15])=[C:12]([O:30][CH3:29])[N:11]=[C:10]([O:33][CH3:32])[N:9]=1)([CH3:4])([CH3:3])[CH3:2] |f:1.2|. Procedure details: (3-Cyano-5-methyl-phenyl)-(2,6-dichloro-5-isopropyl-pyrimidin-4-yl)-carbamic acid tert-butyl ester (469 mg, 1.113 mmol) was dissolved in methanol (4 mL) at room temperature. Sodium methoxide solution (25% in methanol, 1.18 g, 5.56 mmol) was added and the reaction was heated at 75° C. After 4 hours, the reaction was stopped by the evaporation of solvents. The crude material was purified via flash chromatography on silica gel (eluent: ethyl acetate in hexanes) to yield (3-Cyano-5-methyl-phenyl)-(2... Starting materials: C(C)(=O)NC1=CC=C(C(=O)N(C2=CC(=CC=C2)OC)CCN2CCC(CC2)C(C2=CC=C(C=C2)F)=O)C=C1 (4-acetylamino-N-{2-[4-(4-fluorobenzoyl)piperidino]ethyl}-N-(3-methoxyphenyl)benzamide), C(\C=C/C(=O)O)(=O)O (maleic acid). Product: C(\C=C/C(=O)O)(=O)O.C(C)(=O)NC1=CC=C(C(=O)N(C2=CC(=CC=C2)OC)CCN2CCC(CC2)C(C2=CC=C(C=C2)F)=O)C=C1 (4-Acetylamino-N-{2-[4-(4-fluorobenzoyl)piperidino]ethyl}-N-(3-methoxyphenyl)benzamide maleate). Isolated yield 86.3%. As a reaction SMILES: [C:1]([NH:4][C:5]1[CH:38]=[CH:37][C:8]([C:9]([N:11]([CH2:20][CH2:21][N:22]2[CH2:27][CH2:26][CH:25]([C:28](=[O:36])[C:29]3[CH:34]=[CH:33][C:32]([F:35])=[CH:31][CH:30]=3)[CH2:24][CH2:23]2)[C:12]2[CH:17]=[CH:16][CH:15]=[C:14]([O:18][CH3:19])[CH:13]=2)=[O:10])=[CH:7][CH:6]=1)(=[O:3])[CH3:2].[C:39]([OH:46])(=[O:45])/[CH:40]=[CH:41]\[C:42]([OH:44])=[O:43]>>[C:39]([OH:46])(=[O:45])/[CH:40]=[CH:41]\[C:42]([OH:44])=[O:43].[C:1]([NH:4][C:5]1[CH:38]=[CH:37][C:8]([C:9]([N:11]([CH2:20][CH2:21][N:22]2[CH2:23][CH2:24][CH:25]([C:28](=[O:36])[C:29]3[CH:30]=[CH:31][C:32]([F:35])=[CH:33][CH:34]=3)[CH2:26][CH2:27]2)[C:12]2[CH:17]=[CH:16][CH:15]=[C:14]([O:18][CH3:19])[CH:13]=2)=[O:10])=[CH:7][CH:6]=1)(=[O:3])[CH3:2] |f:2.3|. Procedure: Using 4-acetylamino-N-{2-[4-(4-fluorobenzoyl)piperidino]ethyl}-N-(3-methoxyphenyl)benzamide (155.0 mg, 0.30 mmol) and maleic acid (45.0 mg, 0.30 mmol), the procedure of Inventive Example 211 was repeated to obtain 164.0 mg (82.0%) of the title compound in a colorless powder form. The reactants are [OH-].[NH4+] (ammonium hydroxide), P(O)(O)(O)=O (phosphoric acid), 4-piperidine-monohydrate hydrochloride, N1C=CC2=CC=CC=C12 (indole). Run in C(C)(=O)O (acetic acid). Conditions: temperature 100 celsius. Yields the product N1C=C(C2=CC=CC=C12)C=1CCNCC1 (4-([1H]-indol-3-yl)-1,2,3,6-tetrahydro-pyridine). RXN SMILES: P(=O)(O)(O)O.[NH:6]1[C:14]2[C:9](=[CH:10][CH:11]=[CH:12][CH:13]=2)[CH:8]=[CH:7]1.[OH-].[NH4+:16]>C(O)(=O)C>[NH:6]1[C:14]2[C:9](=[CH:10][CH:11]=[CH:12][CH:13]=2)[C:8]([C:9]2[CH2:10][CH2:11][NH:16][CH2:7][CH:8]=2)=[CH:7]1 |f:2.3|. Reported procedure: 50 ml of N aqueous phosphoric acid and 39.3 g of 4-piperidine-monohydrate hydrochloride were added with stirring under nitrogen to a solution of 10 g of indole in 200 ml of acetic acid heated at 95°-100° C and the mixture was heated for an hour at 100° C and then allowed to cool. The mixture was poured into 350 ml of concentrated ammonium hydroxide containing ice and the mixture was extracted with ethyl acetate. The organic extracts were washed with water and water containing sodium chloride, we... The reactants are CCOC(C)=O, Cc1c(C)c(N2CCNCC2)c(C)c2c1OC(C)(C)C2N1CCCCC1, ClCc1ccccc1, Cl. The product is Cc1c(C)c(N2CCN(Cc3ccccc3)CC2)c(C)c2c1OC(C)(C)C2N1CCCCC1, Cl, Cl. As a reaction SMILES: [CH3:36][CH2:37][O:38][C:39](=[O:40])[CH3:41].[CH3:9][C:10]1([CH3:34])[O:11][c:12]2[c:13]([c:21]([CH3:33])[c:22]([N:27]3[CH2:28][CH2:29][NH:30][CH2:31][CH2:32]3)[c:23]([CH3:26])[c:24]2[CH3:25])[CH:14]1[N:15]1[CH2:16][CH2:17][CH2:18][CH2:19][CH2:20]1.[Cl:1][CH2:2][c:3]1[cH:4][cH:5][cH:6][cH:7][cH:8]1.[ClH:35]>>[CH2:2]([c:3]1[cH:4][cH:5][cH:6][cH:7][cH:8]1)[N:30]1[CH2:29][CH2:28][N:27]([c:22]2[c:21]([CH3:33])[c:13]3[c:12]([c:24]([CH3:25])[c:23]2[CH3:26])[O:11][C:10]([CH3:9])([CH3:34])[CH:14]3[N:15]2[CH2:16][CH2:17][CH2:18][CH2:19][CH2:20]2)[CH2:32][CH2:31]1.[ClH:1].[ClH:35]. Starting materials: O=C([O-])[O-], CB1CCCC(C)(C)O1, Nc1ccc(C(F)(F)F)cc1I, [K+], [K+], CN(C)C=O, [Pd], c1ccc(P(c2ccccc2)c2ccccc2)cc1, c1ccc(P(c2ccccc2)c2ccccc2)cc1, c1ccc(P(c2ccccc2)c2ccccc2)cc1, c1ccc(P(c2ccccc2)c2ccccc2)cc1. The product is Cc1cc(C(F)(F)F)ccc1N. Reaction SMILES: [C:22](=[O:23])([O-:24])[O-:25].[CH3:13][C:14]1([CH3:15])[CH2:16][CH2:17][CH2:18][B:19]([CH3:20])[O:21]1.[I:1][c:2]1[c:3]([NH2:4])[cH:5][cH:6][c:7]([C:9]([F:10])([F:11])[F:12])[cH:8]1.[K+:26].[K+:27].[O:28]=[CH:29][N:30]([CH3:31])[CH3:32].[Pd:33].[c:34]1([P:35]([c:36]2[cH:37][cH:38][cH:39][cH:40][cH:41]2)[c:42]2[cH:43][cH:44][cH:45][cH:46][cH:47]2)[cH:48][cH:49][cH:50][cH:51][cH:52]1.[c:53]1([P:54]([c:55]2[cH:56][cH:57][cH:58][cH:59][cH:60]2)[c:61]2[cH:62][cH:63][cH:64][cH:65][cH:66]2)[cH:67][cH:68][cH:69][cH:70][cH:71]1.[c:72]1([P:73]([c:74]2[cH:75][cH:76][cH:77][cH:78][cH:79]2)[c:80]2[cH:81][cH:82][cH:83][cH:84][cH:85]2)[cH:86][cH:87][cH:88][cH:89][cH:90]1.[c:91]1([P:92]([c:93]2[cH:94][cH:95][cH:96][cH:97][cH:98]2)[c:99]2[cH:100][cH:101][cH:102][cH:103][cH:104]2)[cH:105][cH:106][cH:107][cH:108][cH:109]1>>[c:2]1([CH3:13])[c:3]([NH2:4])[cH:5][cH:6][c:7]([C:9]([F:10])([F:11])[F:12])[cH:8]1.